From a dataset of the Open Reaction Database (ORD), a public repository of structured organic reaction records. describe an organic reaction: reactants, conditions, products, and yield The reactants are CC(=O)O, CS(C)=O, O=C(O)c1ccc(F)c(C(F)(F)F)c1, NN, O. Yields the product NNc1ccc(C(=O)O)cc1C(F)(F)F. As a reaction SMILES: [CH3:18][C:19](=[O:20])[OH:21].[CH3:22][S:23]([CH3:24])=[O:25].[F:1][c:2]1[c:3]([C:11]([F:12])([F:13])[F:14])[cH:4][c:5]([C:6](=[O:7])[OH:8])[cH:9][cH:10]1.[NH2:16][NH2:17].[OH2:15]>>[c:2]1([NH:16][NH2:17])[c:3]([C:11]([F:12])([F:13])[F:14])[cH:4][c:5]([C:6](=[O:7])[OH:8])[cH:9][cH:10]1. Reactants: CCBr, [Cl-], CCN(CC)CCCOc1ccc(C(=O)c2ccc(Cl)cc2)cc1, [Mg], [NH4+], O. Yields the product CCN(CC)CCCOc1ccc(C(O)(CC)c2ccc(Cl)cc2)cc1. RXN SMILES: [CH2:2]([CH3:3])[Br:4].[Cl-:29].[Cl:5][c:6]1[cH:7][cH:8][c:9]([C:10](=[O:11])[c:12]2[cH:13][cH:14][c:15]([O:18][CH2:19][CH2:20][CH2:21][N:22]([CH2:23][CH3:24])[CH2:25][CH3:26])[cH:16][cH:17]2)[cH:27][cH:28]1.[Mg:1].[NH4+:30].[OH2:31]>>[CH2:2]([CH3:3])[C:10]([c:9]1[cH:8][cH:7][c:6]([Cl:5])[cH:28][cH:27]1)([OH:11])[c:12]1[cH:13][cH:14][c:15]([O:18][CH2:19][CH2:20][CH2:21][N:22]([CH2:23][CH3:24])[CH2:25][CH3:26])[cH:16][cH:17]1. Reactants: COc1ccc(CCl)cc1, O=c1nc(C2CC2)c2cc(-c3cccc(Cl)c3)ccc2[nH]1, CN(C)C=O. The product is COc1ccc(Cn2c(=O)nc(C3CC3)c3cc(-c4cccc(Cl)c4)ccc32)cc1. Reaction SMILES: [CH3:22][O:23][c:24]1[cH:25][cH:26][c:27]([CH2:28][Cl:29])[cH:30][cH:31]1.[Cl:1][c:2]1[cH:3][c:4](-[c:8]2[cH:9][c:10]3[c:11]([CH:19]4[CH2:20][CH2:21]4)[n:12][c:13](=[O:18])[nH:14][c:15]3[cH:16][cH:17]2)[cH:5][cH:6][cH:7]1.[O:32]=[CH:33][N:34]([CH3:35])[CH3:36]>>[Cl:1][c:2]1[cH:3][c:4](-[c:8]2[cH:9][c:10]3[c:11]([CH:19]4[CH2:20][CH2:21]4)[n:12][c:13](=[O:18])[n:14]([CH2:28][c:27]4[cH:26][cH:25][c:24]([O:23][CH3:22])[cH:31][cH:30]4)[c:15]3[cH:16][cH:17]2)[cH:5][cH:6][cH:7]1. The reactants are COC1=C(C(=C(C2=CC=CC=C12)OC)C)C(=O)C1=C(C=CC=C1)F ((1,4-dimethoxy-3-methylnaphthalen-2-yl)(2-fluorophenyl)methanone). The solvent is C1CCCCC1.C(Cl)Cl (Cyclohexane DCM). Product: FC1=C(C=CC=C1)C(=O)C1=C(C2=CC=CC=C2C(=C1C)OC)O ((2-fluorophenyl)(1-hydroxy-4-methoxy-3-methylnaphthalen-2-yl) methanone). Reaction SMILES: C[O:2][C:3]1[C:12]2[C:7](=[CH:8][CH:9]=[CH:10][CH:11]=2)[C:6]([O:13][CH3:14])=[C:5]([CH3:15])[C:4]=1[C:16]([C:18]1[CH:23]=[CH:22][CH:21]=[CH:20][C:19]=1[F:24])=[O:17]>C1CCCCC1.C(Cl)Cl>[F:24][C:19]1[CH:20]=[CH:21][CH:22]=[CH:23][C:18]=1[C:16]([C:4]1[C:5]([CH3:15])=[C:6]([O:13][CH3:14])[C:7]2[C:12](=[CH:11][CH:10]=[CH:9][CH:8]=2)[C:3]=1[OH:2])=[O:17] |f:1.2|. Procedure details: (1,4-dimethoxy-3-methylnaphthalen-2-yl)(2-fluorophenyl)methanone LJ103 (75 mg, 0.231 mmol) was treated according to general procedure 12.1. The product was obtained as a yellow powder. Rf(Cyclohexane:DCM 3:2)=0.29. Yield=68 mg (94%). Starting materials: CCOC(C)=O, CCO, CC(=O)Nc1cc([N+](=O)[O-])c(F)cc1Cl, C1CCOC1. Yields the product CC(=O)Nc1cc(N)c(F)cc1Cl. As a reaction SMILES: [C:19]([O:20][CH2:21][CH3:22])(=[O:23])[CH3:24].[CH2:16]([OH:17])[CH3:18].[Cl:1][c:2]1[c:3]([NH:4][C:5]([CH3:6])=[O:7])[cH:8][c:9]([N+:13]([O-:14])=[O:15])[c:10]([F:12])[cH:11]1.[O:25]1[CH2:26][CH2:27][CH2:28][CH2:29]1>>[Cl:1][c:2]1[c:3]([NH:4][C:5]([CH3:6])=[O:7])[cH:8][c:9]([NH2:13])[c:10]([F:12])[cH:11]1. Reactants: CC(C)(C)C(=O)C(=O)O, CC(=O)O, COc1cccc(N)c1, CO, O. Yields the product COc1cccc(NC(C(=O)O)C(C)(C)C)c1. RXN SMILES: [CH3:10][C:11]([C:12]([C:13](=[O:14])[OH:15])=[O:16])([CH3:17])[CH3:18].[CH3:19][C:20](=[O:21])[OH:22].[CH3:1][O:2][c:3]1[cH:4][c:5]([NH2:6])[cH:7][cH:8][cH:9]1.[CH3:24][OH:25].[OH2:23]>>[CH3:1][O:2][c:3]1[cH:4][c:5]([NH:6][CH:12]([C:11]([CH3:10])([CH3:17])[CH3:18])[C:13](=[O:14])[OH:15])[cH:7][cH:8][cH:9]1.